This data is from the Open Reaction Database (ORD), a public repository of structured organic reaction records. The task is: describe an organic reaction: reactants, conditions, products, and yield The reactants are FC=1C=C(C=CC1F)S(=O)(=O)N (3,4-Difluoro-benzenesulfonamide), N1CCNCC1 (piperazine). The solvent is O (water). Conditions: temperature 110 celsius. Yields the product FC=1C=C(C=CC1N1CCNCC1)S(=O)(=O)N (3-Fluoro-4-piperazin-1-yl-benzenesulfonamide). Yield: 74.3%. As a reaction SMILES: [F:1][C:2]1[CH:3]=[C:4]([S:9]([NH2:12])(=[O:11])=[O:10])[CH:5]=[CH:6][C:7]=1F.[NH:13]1[CH2:18][CH2:17][NH:16][CH2:15][CH2:14]1>O>[F:1][C:2]1[CH:3]=[C:4]([S:9]([NH2:12])(=[O:11])=[O:10])[CH:5]=[CH:6][C:7]=1[N:13]1[CH2:18][CH2:17][NH:16][CH2:15][CH2:14]1. Procedure: A mixture of 0.5 g (3 mmol) 3,4-Difluoro-benzenesulfonamide and 1.15 g (13 mmol) piperazine in 2.3 ml water was heated to 110° C. for 3 h and subsequently the precipitate was filtered off and washed with water and toluene. The residue was dried under high vacuum to yield 0.578 g (86%) of the title compound as white crystals. Starting materials: BrC=1C(=NC=C(C(=O)NC2=CC=C(C=C2)OC(F)(F)F)C1)Cl (5-bromo-6-chloro-N-(4-(trifluoromethoxy)phenyl)nicotinamide), Cl.CC1(CNCC1)O (3-methylpyrrolidin-3-ol hydrochloride). The product is BrC=1C(=NC=C(C(=O)NC2=CC=C(C=C2)OC(F)(F)F)C1)N1CC(CC1)(C)O (5-Bromo-6-(3-hydroxy-3-methylpyrrolidin-1-yl)-N-(4-(trifluoromethoxy)phenyl)nicotinamide). As a reaction SMILES: [Br:1][C:2]1[C:3](Cl)=[N:4][CH:5]=[C:6]([CH:21]=1)[C:7]([NH:9][C:10]1[CH:15]=[CH:14][C:13]([O:16][C:17]([F:20])([F:19])[F:18])=[CH:12][CH:11]=1)=[O:8].Cl.[CH3:24][C:25]1([OH:30])[CH2:29][CH2:28][NH:27][CH2:26]1>>[Br:1][C:2]1[C:3]([N:27]2[CH2:28][CH2:29][C:25]([OH:30])([CH3:24])[CH2:26]2)=[N:4][CH:5]=[C:6]([CH:21]=1)[C:7]([NH:9][C:10]1[CH:15]=[CH:14][C:13]([O:16][C:17]([F:20])([F:19])[F:18])=[CH:12][CH:11]=1)=[O:8] |f:1.2|. Procedure details: The title compound was prepared in an analogous fashion to that described in Stage 6.1 using 5-bromo-6-chloro-N-(4-(trifluoromethoxy)phenyl)nicotinamide (Stage 6.2) and 3-methylpyrrolidin-3-ol hydrochloride to afford a white solid. UPLC-MS (Condition 1) tR=2.79 min, m/z=460.9/461.9 [M+H]+, m/z=458.0/460 [M−H]−; 1H-NMR (400 MHz, DMSO-d6) δ ppm 1.34 (s, 3H) 1.76-1.93 (m, 2H) 3.63 (d, 1H) 3.68 (d, 1H) 3.70-3.76 (m, 1H) 3.88-3.97 (m, 1H) 4.82 (s, 1H) 7.35 (d, J=8.31 Hz, 2H) 7.85 (d, J=9.05 Hz, 2H) 8... Reactants: CC1=C(C=CC=C1)/C=C/C=1N=C2N(C(C1CCC)=O)C=C(C=C2)C(=O)O (2-trans-[2-(2-methyl-phenyl)-ethenyl]-3-propyl-4-oxo-4H-pyrido[1,2-a]pyrimidine-7-carboxylic acid), S(=O)(Cl)Cl (thionyl chloride), O1CCOCC1 (dioxane). Product: CC1=C(C=CC=C1)/C=C/C=1N=C2N(C(C1CCC)=O)C=C(C=C2)C(=O)OC (2-trans-[2-(2-methyl-phenyl)-ethenyl]-3-propyl-4-oxo-4H-pyrido[1,2-a]pyrimidine7-carboxylic acid, methyl ester). RXN SMILES: [CH3:1][C:2]1[CH:7]=[CH:6][CH:5]=[CH:4][C:3]=1/[CH:8]=[CH:9]/[C:10]1[N:11]=[C:12]2[CH:23]=[CH:22][C:21]([C:24]([OH:26])=[O:25])=[CH:20][N:13]2[C:14](=[O:19])[C:15]=1[CH2:16][CH2:17][CH3:18].S(Cl)(Cl)=O.O1CCOC[CH2:32]1>>[CH3:1][C:2]1[CH:7]=[CH:6][CH:5]=[CH:4][C:3]=1/[CH:8]=[CH:9]/[C:10]1[N:11]=[C:12]2[CH:23]=[CH:22][C:21]([C:24]([O:26][CH3:32])=[O:25])=[CH:20][N:13]2[C:14](=[O:19])[C:15]=1[CH2:16][CH2:17][CH3:18]. Procedure details: 2-trans-[2-(2-methyl-phenyl)-ethenyl]-3-propyl-4-oxo-4H-pyrido[1,2-a]pyrimidine-7-carboxylic acid (1,2 g) was reacted with thionyl chloride (0.6 ml) in dioxane (12 ml) at reflux temperature for 1 hour, then the mixture was evaporated to dryness in vacuo. The residue was reacted with excess methanol at 50° C. for 30 minutes, then the solution was concentrated in vacuo and the residue diluted with ice water. Filtration of the precipitate gave 1.2 g of 2-trans-[2-(2-methyl-phenyl)-ethenyl]-3-propyl... Reactants: Brc1ccc2oc(C=Cc3ccccc3)nc2c1, O=C([O-])[O-], Cc1ccc(O)cc1, [K+], [K+], O, c1ccncc1. Yields the product Cc1ccc(Oc2ccc3oc(C=Cc4ccccc4)nc3c2)cc1. RXN SMILES: [Br:1][c:2]1[cH:3][cH:4][c:5]2[c:6]([n:7][c:8]([CH:10]=[CH:11][c:12]3[cH:13][cH:14][cH:15][cH:16][cH:17]3)[o:9]2)[cH:18]1.[C:27](=[O:28])([O-:29])[O-:30].[CH3:19][c:20]1[cH:21][cH:22][c:23]([OH:24])[cH:25][cH:26]1.[K+:31].[K+:32].[OH2:39].[cH:33]1[cH:34][cH:35][n:36][cH:37][cH:38]1>>[c:2]1([O:24][c:23]2[cH:22][cH:21][c:20]([CH3:19])[cH:26][cH:25]2)[cH:3][cH:4][c:5]2[c:6]([n:7][c:8]([CH:10]=[CH:11][c:12]3[cH:13][cH:14][cH:15][cH:16][cH:17]3)[o:9]2)[cH:18]1. Reactants: NC=1C(N(C(N(C1N)CC)=O)CC)=O (5,6-diamino-1,3diethyluracil), O1CCOC2=C1C=CC(=C2)C=CC(=O)O (3-(1,4-benzodioxan-6-yl)acrylic acid). Isolated yield 50.8%. Procedure: Substantially the same procedure as in Example 7 was repeated using 2.85 g (14.4 mmol) of 5,6-diamino-1,3diethyluracil and 2.70 g (13.1 mmol) of 3-(1,4-benzodioxan-6-yl)acrylic acid. Then, the resultant crude crystals were recrystallized from dioxane/water to give 2.45 g (yield 51%) of Compound 80 as a pale yellow powder. RXN SMILES: [NH2:1][C:2]1[C:3](=[O:14])[N:4]([CH2:12][CH3:13])[C:5](=[O:11])[N:6]([CH2:9][CH3:10])[C:7]=1[NH2:8].[O:15]1[C:20]2[CH:21]=[CH:22][C:23]([CH:25]=[CH:26][C:27](O)=O)=[CH:24][C:19]=2[O:18][CH2:17][CH2:16]1>>[O:15]1[C:20]2[CH:21]=[CH:22][C:23](/[CH:25]=[CH:26]/[C:27]3[NH:1][C:2]4[C:3](=[O:14])[N:4]([CH2:12][CH3:13])[C:5](=[O:11])[N:6]([CH2:9][CH3:10])[C:7]=4[N:8]=3)=[CH:24][C:19]=2[O:18][CH2:17][CH2:16]1. Yields the product O1CCOC2=C1C=CC(=C2)/C=C/C2=NC=1N(C(N(C(C1N2)=O)CC)=O)CC ((E)-8-[2-(1,4-Benzodioxan-6-yl)vinyl]-1,3-diethylxanthine).